Dataset: the Open Reaction Database (ORD), a public repository of structured organic reaction records. Task: describe an organic reaction: reactants, conditions, products, and yield Starting materials: C1CCOC1, [K+], [Li+], [OH-], O, O, CCOC(=O)c1cc2c(O)cccc2n1C, O=S(=O)([O-])O. Yields the product Cn1c(C(=O)O)cc2c(O)cccc21. As a reaction SMILES: [CH2:26]1[O:27][CH2:28][CH2:29][CH2:30]1.[K+:25].[Li+:18].[OH-:17].[OH2:19].[OH2:31].[OH:1][c:2]1[c:3]2[cH:4][c:5]([C:12](=[O:13])[O:14][CH2:15][CH3:16])[n:6]([CH3:11])[c:7]2[cH:8][cH:9][cH:10]1.[S:20](=[O:21])(=[O:22])([OH:23])[O-:24]>>[OH:1][c:2]1[c:3]2[cH:4][c:5]([C:12](=[O:13])[OH:14])[n:6]([CH3:11])[c:7]2[cH:8][cH:9][cH:10]1. Starting materials: C(C)(C)(C)OC(N(C)CCOC1=NC(=NC(=C1)N=[N+]=[N-])N1CCOCC1)=O ([2-(6-azido-2-morpholin-4-yl-pyrimidin-4-yloxy)-ethyl]-methyl-carbamic acid tert-butyl ester). The reagents and catalysts are [Pd] (palladium on carbon). Solvent: O1CCCC1 (tetrahydrofuran), CO (methanol). Conditions: time 24 hour. The product is C(C)(C)(C)OC(N(C)CCOC1=NC(=NC(=C1)N)N1CCOCC1)=O ([2-(6-amino-2-morpholin-4-yl-pyrimidin-4-yloxy)-ethyl]-methyl-carbamic acid tert-butyl ester). As a reaction SMILES: [C:1]([O:5][C:6](=[O:27])[N:7]([CH2:9][CH2:10][O:11][C:12]1[CH:17]=[C:16]([N:18]=[N+]=[N-])[N:15]=[C:14]([N:21]2[CH2:26][CH2:25][O:24][CH2:23][CH2:22]2)[N:13]=1)[CH3:8])([CH3:4])([CH3:3])[CH3:2]>O1CCCC1.CO.[Pd]>[C:1]([O:5][C:6](=[O:27])[N:7]([CH2:9][CH2:10][O:11][C:12]1[CH:17]=[C:16]([NH2:18])[N:15]=[C:14]([N:21]2[CH2:26][CH2:25][O:24][CH2:23][CH2:22]2)[N:13]=1)[CH3:8])([CH3:4])([CH3:2])[CH3:3]. Reported procedure: [2-(6-azido-2-morpholin-4-yl-pyrimidin-4-yloxy)-ethyl]-methyl-carbamic acid tert-butyl ester was dissolved in a mixture of tetrahydrofuran (200 mL) and methanol (20 mL). To the solution was added 10% palladium on carbon (2 g) and the reaction was stirred under an atmosphere of hydrogen for 24 hours. The reaction was then filtered through celite and evaporated to give [2-(6-amino-2-morpholin-4-yl-pyrimidin-4-yloxy)-ethyl]-methyl-carbamic acid tert-butyl ester (5.0 g). Reactants: ClCCCBr, O=C([O-])[O-], CC#N, [K+], [K+], O=Cc1cccc(O)c1. Yields the product O=Cc1cccc(OCCCCl)c1. Reaction SMILES: [Br:10][CH2:11][CH2:12][CH2:13][Cl:14].[C:15](=[O:16])([O-:17])[O-:18].[CH3:21][C:22]#[N:23].[K+:19].[K+:20].[OH:1][c:2]1[cH:3][c:4]([CH:5]=[O:6])[cH:7][cH:8][cH:9]1>>[O:1]([c:2]1[cH:3][c:4]([CH:5]=[O:6])[cH:7][cH:8][cH:9]1)[CH2:11][CH2:12][CH2:13][Cl:14]. The reactants are rust, CC1=C(C=C(C(=C1)[N+](=O)[O-])C)O (2,5-dimethyl-4-nitrophenol), BrN1C(CCC1=O)=O (N-bromosuccinimide), CCCCCC (hexane), C(C)(=O)OCC (ethyl acetate). The solvent is C(Cl)Cl (CH2Cl2). Yields the product BrC1=C(C(=CC(=C1C)[N+](=O)[O-])C)O (2-bromo-3,6-dimethyl-4-nitrophenol). The yield is 72.8%. RXN SMILES: [CH3:1][C:2]1[CH:7]=[C:6]([N+:8]([O-:10])=[O:9])[C:5]([CH3:11])=[CH:4][C:3]=1[OH:12].[Br:13]N1C(=O)CCC1=O.CCCCCC.C(OCC)(=O)C>C(Cl)Cl>[Br:13][C:4]1[C:5]([CH3:11])=[C:6]([N+:8]([O-:10])=[O:9])[CH:7]=[C:2]([CH3:1])[C:3]=1[OH:12]. Procedure: Into a magnetically stirred suspension of 2,5-dimethyl-4-nitrophenol (12.70 grams, 75.98 mmol) in CH2Cl2 (150 milliliters) at room temperature was added portionwise N-bromosuccinimide (14.88 grams, 83.58 mmol). The mixture rapidly became homogeneous and after one hour thin layer chromatography (3:1 hexane:ethyl acetate) indicated complete consumption of the starting material and formation of a single major product. Saturated Na2SO3 solution (15 milliliters) was added and the solvent was removed ... The reactants are O1CCC(CC1)CC(C(NC=1SC=CN1)=O)C1=CC=C(C(=O)O)C=C1 (4-[2-(Tetrahydropyran-4-yl)-1-(thiazol-2-ylcarbamoyl)ethyl]benzoic acid), C(C)N.Cl (EtNH2.HCl), CCN(C(C)C)C(C)C (DIPEA). The product is C(C)NC(C1=CC=C(C=C1)C(CC1CCOCC1)C(NC=1SC=CN1)=O)=O (N-Ethyl-4-[2-(tetrahydropyran-4-yl)-1-(thiazol-2-ylcarbamoyl)ethyl]benzamide). RXN SMILES: [O:1]1[CH2:6][CH2:5][CH:4]([CH2:7][CH:8]([C:17]2[CH:25]=[CH:24][C:20]([C:21]([OH:23])=O)=[CH:19][CH:18]=2)[C:9](=[O:16])[NH:10][C:11]2[S:12][CH:13]=[CH:14][N:15]=2)[CH2:3][CH2:2]1.[CH2:26]([NH2:28])[CH3:27].Cl.CCN(C(C)C)C(C)C>>[CH2:26]([NH:28][C:21](=[O:23])[C:20]1[CH:24]=[CH:25][C:17]([CH:8]([C:9](=[O:16])[NH:10][C:11]2[S:12][CH:13]=[CH:14][N:15]=2)[CH2:7][CH:4]2[CH2:5][CH2:6][O:1][CH2:2][CH2:3]2)=[CH:18][CH:19]=1)[CH3:27] |f:1.2|. Reported procedure: 4-[2-(Tetrahydropyran-4-yl)-1-(thiazol-2-ylcarbamoyl)ethyl]benzoic acid (Preparation 62, 150 mg, 420 μmol) was condensed with EtNH2.HCl in the presence of DIPEA, utilising the general procedure described in EXAMPLE 65, to give the title compound: RTA=2.97 min; m/z (ES+)=388.3 [M+H]+. Reactants: N(=O)[O-].[Na+] (sodium nitrite), FC(OC1=CC=C(N)C=C1)(F)F (4-Trifluoromethoxyaniline), Cl (hydrochloric acid), [I-].[K+] (potassium iodide), II (iodine). Run in O (water), O (water). Run at temperature -5 celsius, time 2 hour. The product is FC(OC1=CC=C(C=C1)I)(F)F (4-trifluoromethoxyiodobenzene). RXN SMILES: [F:1][C:2]([F:12])([F:11])[O:3][C:4]1[CH:10]=[CH:9][C:7](N)=[CH:6][CH:5]=1.Cl.N([O-])=O.[Na+].[I-:18].[K+].II>O>[F:1][C:2]([F:12])([F:11])[O:3][C:4]1[CH:10]=[CH:9][C:7]([I:18])=[CH:6][CH:5]=1 |f:2.3,4.5|. Procedure details: 4-Trifluoromethoxyaniline (29.0 g.) was added at 0° C. to concentrated hydrochloric acid (160 mls.) and the thick white suspension so obtained was cooled to -5° C. The suspension was diazotised by adding a solution of sodium nitrite (13.0 g.) in water (20 ml.) over 20 minutes, keeping the temperature below 0° C. After 2 hours at 0° C., the suspension was added portionwise to a solution of potassium iodide (40 g.) and iodine (60 g.) in water (260 ml.) at 10° C. and the solution was allowed to sta... Starting materials: ClC(=C[C@H]1C([C@H]1C(=O)Cl)(C)C)C(F)(F)F (Cis-3-(2-chloro-3,3,3-trifluoropropenyl)-2,2-dimethylcyclopropanecarboxylic acid chloride), C(#N)C=1C(=C(C(=CC1)C)CO)C ((3-cyano-2,6-dimethylphenyl)-methanol), N1=CC=CC=C1 (pyridine). The solvent is C1(=CC=CC=C1)C (toluene). Product: ClC(=C[C@H]1C([C@H]1C(=O)OCC1=C(C(=CC=C1C)C#N)C)(C)C)C(F)(F)F ((3-cyano-2,6-dimethylphenyl)methyl cis-3-(2-chloro-3,3,3-trifluoropropenyl)-2,2-dimethylcyclopropanecarboxylate). The yield is 16.0%. As a reaction SMILES: [Cl:1][C:2]([C:12]([F:15])([F:14])[F:13])=[CH:3][C@@H:4]1[C@H:6]([C:7](Cl)=[O:8])[C:5]1([CH3:11])[CH3:10].[C:16]([C:18]1[C:19]([CH3:27])=[C:20]([CH2:25][OH:26])[C:21]([CH3:24])=[CH:22][CH:23]=1)#[N:17].N1C=CC=CC=1>C1(C)C=CC=CC=1>[Cl:1][C:2]([C:12]([F:15])([F:14])[F:13])=[CH:3][C@@H:4]1[C@H:6]([C:7]([O:26][CH2:25][C:20]2[C:21]([CH3:24])=[CH:22][CH:23]=[C:18]([C:16]#[N:17])[C:19]=2[CH3:27])=[O:8])[C:5]1([CH3:11])[CH3:10]. Procedure details: Cis-3-(2-chloro-3,3,3-trifluoropropenyl)-2,2-dimethylcyclopropanecarboxylic acid chloride (4.28 g, 0.018 mole) was added dropwise to a cooled solution of (3-cyano-2,6-dimethylphenyl)-methanol (2.93 grams, 0.018 mole) and pyridine (1.5 grams, 0.02 mole) in toluene (100 ml), and the mixture was allowed to come to room temperature. The solution was poured over crushed ice and extracted with methylene chloride. The combined organic extracts were washed successively with water, 5% aqueous hydrochlori... The reactants are OS(=O)(=O)O (H2SO4), [N+](=O)(O)[O-] (nitric acid), O (water), O (water), C(C1=CC=CC=C1)C1N(CCC1)CCC (2-Benzyl-1-propylpyrrolidine). The solvent is [N+](=O)([O-])C (nitromethane). Reaction conditions: temperature 5 celsius, time 2 hour. Yields the product [N+](=O)([O-])C1=CC=C(CC2N(CCC2)CCC)C=C1 (2-(4-Nitrobenzyl)-1-propylpyrrolidine). The yield is 100.0%. RXN SMILES: [CH2:1]([CH:8]1[CH2:12][CH2:11][CH2:10][N:9]1[CH2:13][CH2:14][CH3:15])[C:2]1[CH:7]=[CH:6][CH:5]=[CH:4][CH:3]=1.OS(O)(=O)=O.[N+:21]([O-])([OH:23])=[O:22].O>[N+](C)([O-])=O>[N+:21]([C:5]1[CH:6]=[CH:7][C:2]([CH2:1][CH:8]2[CH2:12][CH2:11][CH2:10][N:9]2[CH2:13][CH2:14][CH3:15])=[CH:3][CH:4]=1)([O-:23])=[O:22]. Procedure: 2-Benzyl-1-propylpyrrolidine (0.90 g, 3.75 mmol) was dissolved in nitromethane (10 mL) and added to a mixture of concentrated H2SO4 (3.7 mL), concentrated nitric acid (0.3 mL) and water (0.6 mL) cooled to 5° C. After stirring for 2 h, the reaction solution was poured into water, extracted with ethyl acetate and the organic phase separated and dried over MgSO4. The filtered solution was concentrated to give a brown oil (0.95 g, 100%). The reactants are FC1=CC=C(CCN2CCC(CC2)N2CCC3=CC=C(C=C23)CC(NCC(C)C)=O)C=C1 (1-[1-(4-fluorophenethyl)piperidin-4-yl]-6-[(isobutylcarbamoyl)methyl]indoline). The reagents and catalysts are [O-2].[O-2].[Mn+4] (manganese dioxide). The solvent is C(Cl)(Cl)Cl (chloroform). Reaction conditions: temperature 50 celsius, time 8 hour. The product is FC1=CC=C(CCN2CCC(CC2)N2C=CC3=CC=C(C=C23)CC(NCC)=O)C=C1 (1-[1-(4-fluorophenethyl)piperidin-4-yl]-6-(ethylcarbamoylmethyl)indole). The yield is 76.7%. RXN SMILES: [F:1][C:2]1[CH:32]=[CH:31][C:5]([CH2:6][CH2:7][N:8]2[CH2:13][CH2:12][CH:11]([N:14]3[C:22]4[C:17](=[CH:18][CH:19]=[C:20]([CH2:23][C:24](=[O:30])[NH:25][CH2:26][CH:27](C)C)[CH:21]=4)[CH2:16][CH2:15]3)[CH2:10][CH2:9]2)=[CH:4][CH:3]=1>C(Cl)(Cl)Cl.[O-2].[O-2].[Mn+4]>[F:1][C:2]1[CH:3]=[CH:4][C:5]([CH2:6][CH2:7][N:8]2[CH2:9][CH2:10][CH:11]([N:14]3[C:22]4[C:17](=[CH:18][CH:19]=[C:20]([CH2:23][C:24](=[O:30])[NH:25][CH2:26][CH3:27])[CH:21]=4)[CH:16]=[CH:15]3)[CH2:12][CH2:13]2)=[CH:31][CH:32]=1 |f:2.3.4|. Procedure: A suspension of 1-[1-(4-fluorophenethyl)piperidin-4-yl]-6-[(isobutylcarbamoyl)methyl]indoline (0.07 g) obtained in Example 152 and active manganese dioxide (0.07 g) in chloroform (30 ml) was vigorously stirred at 50° C. overnight. Then the reaction mixtures were filtered through celite and the residue was washed with chloroform. After concentrating the filtrate under reduced pressure, the residue was recrystallized from chloroform/hexane to give the title compound (0.05 g) as a white powder (yie...